The task is: describe an organic reaction: reactants, conditions, products, and yield. This data is from the Open Reaction Database (ORD), a public repository of structured organic reaction records. The reactants are C(=O)(OC)COC1=CC=C(C=C1)CC(C)NCCC=1N=C(SC1)C(F)(F)F (N-[2-(4-carbomethoxymethoxyphenyl)-1-methylethyl]-2-(2-trifluoromethyl-thiazol-4-yl)ethanamine), [OH-].[Na+] (sodium hydroxide). The solvent is CO (methanol). Product: C(=O)(O)COC1=CC=C(C=C1)CC(C)NCC(C=1N=C(SC1)C(F)(F)F)O (N-[2-(4-Carboxymethoxyphenyl)-1-methylethyl]-2-hydroxy-2-(2-trifluoromethyl-thiazol-4-yl)ethanamine). Reaction SMILES: [C:1]([CH2:5][O:6][C:7]1[CH:12]=[CH:11][C:10]([CH2:13][CH:14]([NH:16][CH2:17][CH2:18][C:19]2[N:20]=[C:21]([C:24]([F:27])([F:26])[F:25])[S:22][CH:23]=2)[CH3:15])=[CH:9][CH:8]=1)([O:3]C)=[O:2].[OH-:28].[Na+]>CO>[C:1]([CH2:5][O:6][C:7]1[CH:12]=[CH:11][C:10]([CH2:13][CH:14]([NH:16][CH2:17][CH:18]([OH:28])[C:19]2[N:20]=[C:21]([C:24]([F:27])([F:26])[F:25])[S:22][CH:23]=2)[CH3:15])=[CH:9][CH:8]=1)([OH:3])=[O:2] |f:1.2|. Procedure: Prepared analogously to Example 16 by reaction of N-[2-(4-carbomethoxymethoxyphenyl)-1-methylethyl]-2-(2-trifluoromethyl-thiazol-4-yl)ethanamine in methanol with 1N sodium hydroxide solution. After neutralisation with 1N hydrochloric acid, the mixture is extracted by shaking with methylene chloride, the extract is evaporated to dryness, and the remaining residue is triturated with petroleum ether and filtered off with suction.